Dataset: the Open Reaction Database (ORD), a public repository of structured organic reaction records. Task: describe an organic reaction: reactants, conditions, products, and yield The reactants are BrCCC1=C(NC2=CC=C(C=C12)C#N)[Si](CC)(CC)CC (3-(2-bromoethyl)-2-(triethylsilyl)-1H-indole-5-carbonitrile), [N-]=[N+]=[N-].[Na+] (sodium azide). Solvent: CN(C)C=O (DMF). Conditions: temperature 70 celsius, time 4 hour. The product is N(=[N+]=[N-])CCC1=C(NC2=CC=C(C=C12)C#N)[Si](CC)(CC)CC (3-(2-azidoethyl)-2-(triethylsilyl)-1H-indole-5-carbonitrile). RXN SMILES: Br[CH2:2][CH2:3][C:4]1[C:12]2[C:7](=[CH:8][CH:9]=[C:10]([C:13]#[N:14])[CH:11]=2)[NH:6][C:5]=1[Si:15]([CH2:20][CH3:21])([CH2:18][CH3:19])[CH2:16][CH3:17].[N-:22]=[N+:23]=[N-:24].[Na+]>CN(C=O)C>[N:22]([CH2:2][CH2:3][C:4]1[C:12]2[C:7](=[CH:8][CH:9]=[C:10]([C:13]#[N:14])[CH:11]=2)[NH:6][C:5]=1[Si:15]([CH2:20][CH3:21])([CH2:18][CH3:19])[CH2:16][CH3:17])=[N+:23]=[N-:24] |f:1.2|. Procedure details: A mixture of 3-(2-bromoethyl)-2-(triethylsilyl)-1H-indole-5-carbonitrile (0.906 g; 2.49 mmol) and sodium azide (0.486 g; 7.48 mmol) in DMF (7 mL) was stirred at 70° C. for 4 hours and concentrated under reduced pressure. The residue was diluted in ethyl acetate, washed with brine, dried and concentrated under reduced pressure to yield 0.900 g (quantitative) of the title compound as a brown oil. Starting materials: ice water, Cl.Cl.N1(CCNCC1)CCCN1C(=O)C(=O)C2=CC=CC=C12 (1-[3-(1-piperazinyl)propyl]isatin dihydrochloride), C1(=CC=CC=C1)N(C(=O)Cl)C1=CC=CC=C1 (N,N-diphenylcarbamoyl chloride), C[Si](C)(C)C(C(=O)N)[Si](C)(C)C (bis(trimethylsilyl)acetamide). The solvent is C(Cl)Cl (methylene chloride). Conditions: time 10 minute. The product is C1(=CC=CC=C1)N(C(=O)N1CCN(CC1)CCCN1C(=O)C(=O)C2=CC=CC=C12)C1=CC=CC=C1 (N,N-diphenyl-4-[3-(isatin-1-yl)propyl]piperazine-1-carboxamide). The yield is 33.0%. RXN SMILES: Cl.Cl.[N:3]1([CH2:9][CH2:10][CH2:11][N:12]2[C:22]3[C:17](=[CH:18][CH:19]=[CH:20][CH:21]=3)[C:15](=[O:16])[C:13]2=[O:14])[CH2:8][CH2:7][NH:6][CH2:5][CH2:4]1.C[Si](C([Si](C)(C)C)C(N)=O)(C)C.[C:35]1([N:41]([C:45]2[CH:50]=[CH:49][CH:48]=[CH:47][CH:46]=2)[C:42](Cl)=[O:43])[CH:40]=[CH:39][CH:38]=[CH:37][CH:36]=1>C(Cl)Cl>[C:35]1([N:41]([C:45]2[CH:50]=[CH:49][CH:48]=[CH:47][CH:46]=2)[C:42]([N:6]2[CH2:7][CH2:8][N:3]([CH2:9][CH2:10][CH2:11][N:12]3[C:22]4[C:17](=[CH:18][CH:19]=[CH:20][CH:21]=4)[C:15](=[O:16])[C:13]3=[O:14])[CH2:4][CH2:5]2)=[O:43])[CH:36]=[CH:37][CH:38]=[CH:39][CH:40]=1 |f:0.1.2|. Procedure details: To a suspension of 1-[3-(1-piperazinyl)propyl]isatin dihydrochloride (1.39 g) in methylene chloride (40 ml) was added bis(trimethylsilyl)acetamide (3.44 g), and the mixture was stirred for 10 minutes. After N,N-diphenylcarbamoyl chloride (1.16 g) was added thereto, the stirring was continued at the ambient temperature for 5 hours. The reaction mixture was poured into ice-water and the methylene chloride layer was separated, washed with water and then dried over anhydrous magnesium sulfate. After... The reactants are ClC1=CC(=NC(=C1)C1=NC=CC=C1)C1=NC=CC=C1 (4′-chloro-[2,2′;6′,2″]terpyridine), C(C)[O-].[Na+] (sodium ethanolate). Solvent: O (water). Yields the product C(C)OC1=CC(=NC(=C1)C1=NC=CC=C1)C1=NC=CC=C1 (4′-Ethoxy-[2,2′;6′,2″]terpyridine). RXN SMILES: Cl[C:2]1[CH:7]=[C:6]([C:8]2[CH:13]=[CH:12][CH:11]=[CH:10][N:9]=2)[N:5]=[C:4]([C:14]2[CH:19]=[CH:18][CH:17]=[CH:16][N:15]=2)[CH:3]=1.[CH2:20]([O-:22])[CH3:21].[Na+]>O>[CH2:20]([O:22][C:2]1[CH:7]=[C:6]([C:8]2[CH:13]=[CH:12][CH:11]=[CH:10][N:9]=2)[N:5]=[C:4]([C:14]2[CH:19]=[CH:18][CH:17]=[CH:16][N:15]=2)[CH:3]=1)[CH3:21] |f:1.2|. Procedure: In a nitrogen atmosphere, 900 mg (3.4 mmol) of 4′-chloro-[2,2′;6′,2″]terpyridine are added to 15 ml of a 0.7M ethanolic sodium ethanolate solution. The mixture is heated at reflux for 20 hours. The mixture is allowed to cool and 20 ml of water are added, and 4′-ethoxy-[2,2′;6′,2″]terpyridine is filtered off in the form of a white solid. 1H-NMR (360 MHz, DMSO-d6): 1.40 (t, 3H, 6.8 Hz); 4.28 (q, 2H, 6.8 Hz); 7.42-7.53 (m, 2H); 7.93 (s, 2H); 7.95-8.02 (m, 2H); 8.58 (d, 2H, J=8.1 Hz); 8.69 (d, 2H, J... Starting materials: C(C)N1C(=C(C2=CC=CC=C12)C(=O)C1=C(C(=O)O)C=C(C=C1)[N+](=O)[O-])C (2-[(1-ethyl-2-methyl-3-indolyl)carbonyl]-5-nitrobenzoic acid), stannous chloride dihydrate, [OH-].[Na+] (sodium hydroxide). Run in Cl (hydrochloric acid). Conditions: temperature 55 celsius. Product: C(C)N1C(=C(C2=CC=CC=C12)C(=O)C1=C(C(=O)O)C=C(C=C1)N)C (2-[(1-ethyl-2-methyl-3-indolyl)-carbonyl]-5-aminobenzoic acid). The yield is 54.3%. Reaction SMILES: [CH2:1]([N:3]1[C:11]2[C:6](=[CH:7][CH:8]=[CH:9][CH:10]=2)[C:5]([C:12]([C:14]2[CH:22]=[CH:21][C:20]([N+:23]([O-])=O)=[CH:19][C:15]=2[C:16]([OH:18])=[O:17])=[O:13])=[C:4]1[CH3:26])[CH3:2].[OH-].[Na+]>Cl>[CH2:1]([N:3]1[C:11]2[C:6](=[CH:7][CH:8]=[CH:9][CH:10]=2)[C:5]([C:12]([C:14]2[CH:22]=[CH:21][C:20]([NH2:23])=[CH:19][C:15]=2[C:16]([OH:18])=[O:17])=[O:13])=[C:4]1[CH3:26])[CH3:2] |f:1.2|. Procedure: To a solution of 7.04 g (0.02 mole) of 2-[(1-ethyl-2-methyl-3-indolyl)carbonyl]-5-nitrobenzoic acid, prepared as described in part A of this example, in 70 ml of concentrated hydrochloric acid, there was added 13.5 g (0.06 mole) of stannous chloride dihydrate at such a rate as to allow the reaction to exotherm to 55° C. The temperature was maintained at 55° C. for an additional one-half hour. The reaction was then cooled to room temperature and the pH adjusted to six by the addition of 10 percen... Starting materials: ClC1=C(NC(=C1Cl)C)C(=O)N[C@H]1[C@H](CN(CC1)C(=O)OC)C (methyl (3S,4R)-4-{[(3,4-dichloro-5-methyl-1H-pyrrol-2-yl)carbonyl]amino}-3-methylpiperidine-1-carboxylate), ClC1=C(NC(=C1Cl)C)C(=O)N[C@H]1[C@H](CN(CC1)C(=O)OC)C (methyl (3S,4R)-4-{[(3,4-dichloro-5-methyl-1H-pyrrol-2-yl)carbonyl]amino}-3-methylpiperidine-1-carboxylate), [OH-].[K+] (potassium hydroxide), O.NN (hydrazine hydrate), O (water). The solvent is C(CO)O (ethylene glycol). Product: ClC1=C(NC(=C1Cl)C)C(=O)N[C@H]1[C@H](CNCC1)C (3,4-dichloro-5-methyl-N-[(3S,4R)-3-methylpiperidin-4-yl]-1H-pyrrole-2-carboxamide). Yield: 63.4%. RXN SMILES: [Cl:1][C:2]1[C:6]([Cl:7])=[C:5]([CH3:8])[NH:4][C:3]=1[C:9]([NH:11][C@@H:12]1[CH2:17][CH2:16][N:15](C(OC)=O)[CH2:14][C@@H:13]1[CH3:22])=[O:10].[OH-].[K+].O.NN.O>C(O)CO>[Cl:1][C:2]1[C:6]([Cl:7])=[C:5]([CH3:8])[NH:4][C:3]=1[C:9]([NH:11][C@@H:12]1[CH2:17][CH2:16][NH:15][CH2:14][C@@H:13]1[CH3:22])=[O:10] |f:1.2,3.4|. Procedure: A solution of methyl (3S,4R)-4-{[(3,4-dichloro-5-methyl-1H-pyrrol-2-yl)carbonyl]amino}-3-methylpiperidine-1-carboxylate (Intermediate 40, 3.4 g, 9.79 mmol), potassium hydroxide (3.84 g, 68.58 mmol), and hydrazine hydrate (3.6 mL, 68.58 mmol) in ethylene glycol (180 mL) was stirred for 60 h at 120° C. The reaction mixture was poured in to water (300 mL) and extracted with ethyl acetate (2×300 mL). The combined organic extracts were dried over anhydrous sodium sulphate, filtered, concentrated unde... Reactants: C1=NC=CC2=CC(=CC=C12)C(=O)O (Isoquinoline-6-carboxylic acid), C1=CN(C=N1)C(=O)N2C=CN=C2 (CDI), NN (hydrazine). The solvent is CN(C)C=O (DMF). Conditions: temperature 20 celsius, time 30 minute. Yields the product C1=NC=CC2=CC(=CC=C12)C(=O)NN (Isoquinoline-6-carbohydrazide). As a reaction SMILES: [CH:1]1[C:10]2[C:5](=[CH:6][C:7]([C:11]([OH:13])=O)=[CH:8][CH:9]=2)[CH:4]=[CH:3][N:2]=1.C1N=CN(C(N2C=NC=C2)=O)C=1.[NH2:26][NH2:27]>CN(C=O)C>[CH:1]1[C:10]2[C:5](=[CH:6][C:7]([C:11]([NH:26][NH2:27])=[O:13])=[CH:8][CH:9]=2)[CH:4]=[CH:3][N:2]=1. Reported procedure: Isoquinoline-6-carboxylic acid (1.2 g, 6.94 mmol) purchased from Gateway Chemical Technology, Inc. was mixed with CDI (1.68 g, 10.4 mmol) in DMF (20 Ml) in a round bottom flask. After the mixture was stirred for 30 minutes at 20° C., anhydrous hydrazine (2 mL) was added and the resulting mixture was stirred at 20° C. for one hour. After removing the solvent at a reduced pressure, the remaining residue was mixed with 20 mL water. After filtration, washing with water and air drying, an off-white s... The reactants are FC(S(=O)(=O)OC1=NN(C2=C1C(=NC=C2)OC)C2CCCC2)(F)F (1-cyclopentyl-4-methoxy-1H-pyrazolo[4,3-c]pyridin-3-yl trifluoromethanesulfonate), NC1=CC=CC=C1 (aniline), 2-dicyclohexyl phosphino-2′,4′,6′-triisopropylbiphenyl, CC(C)([O-])C.[Na+] (sodium tert-butoxide). Reagents/catalysts: C=1C=CC(=CC1)/C=C/C(=O)/C=C/C2=CC=CC=C2.C=1C=CC(=CC1)/C=C/C(=O)/C=C/C2=CC=CC=C2.C=1C=CC(=CC1)/C=C/C(=O)/C=C/C2=CC=CC=C2.[Pd].[Pd] (tris(dibenzylideneacetone)dipalladium). Run in C1(=CC=CC=C1)C (toluene). Reaction conditions: temperature 100 celsius, time 1 hour. Yields the product C1(CCCC1)N1N=C(C=2C(=NC=CC21)OC)NC2=CC=CC=C2 (1-cyclopentyl-4-methoxy-N-phenyl-1H-pyrazolo[4,3-c]pyridin-3-amine). RXN SMILES: FC(F)(F)S(O[C:7]1[C:11]2[C:12]([O:16][CH3:17])=[N:13][CH:14]=[CH:15][C:10]=2[N:9]([CH:18]2[CH2:22][CH2:21][CH2:20][CH2:19]2)[N:8]=1)(=O)=O.[NH2:25][C:26]1[CH:31]=[CH:30][CH:29]=[CH:28][CH:27]=1.CC(C)([O-])C.[Na+]>C1(C)C=CC=CC=1.C1C=CC(/C=C/C(/C=C/C2C=CC=CC=2)=O)=CC=1.C1C=CC(/C=C/C(/C=C/C2C=CC=CC=2)=O)=CC=1.C1C=CC(/C=C/C(/C=C/C2C=CC=CC=2)=O)=CC=1.[Pd].[Pd]>[CH:18]1([N:9]2[C:10]3[CH:15]=[CH:14][N:13]=[C:12]([O:16][CH3:17])[C:11]=3[C:7]([NH:25][C:26]3[CH:31]=[CH:30][CH:29]=[CH:28][CH:27]=3)=[N:8]2)[CH2:22][CH2:21][CH2:20][CH2:19]1 |f:2.3,5.6.7.8.9|. Procedure: To a solution of 1-cyclopentyl-4-methoxy-1H-pyrazolo[4,3-c]pyridin-3-yl trifluoromethanesulfonate (100 mg) obtained in Step C of Example 12 in toluene (3 ml) were added aniline (0.075 mL), tris(dibenzylideneacetone)dipalladium (25.1 mg), 2-dicyclohexyl phosphino-2′,4′,6′-triisopropylbiphenyl (26.1 mg) and sodium tert-butoxide (132 mg), and the mixture was stirred under microwave irradiation at 100° C. for 1 hr. The reaction mixture was partitioned between water and ethyl acetate, and the organic... Reactants: CCNCC, C#CCCOS(=O)(=O)c1ccc(C)cc1, CCOCC, C1COCCO1. Product: C#CCCN(CC)CC. RXN SMILES: [CH2:16]([CH3:17])[NH:18][CH2:19][CH3:20].[CH3:1][c:2]1[cH:3][cH:4][c:5]([S:6]([O:7][CH2:12][CH2:13][C:14]#[CH:15])(=[O:8])=[O:9])[cH:10][cH:11]1.[CH3:27][CH2:28][O:29][CH2:30][CH3:31].[O:21]1[CH2:22][CH2:23][O:24][CH2:25][CH2:26]1>>[CH2:12]([CH2:13][C:14]#[CH:15])[N:18]([CH2:16][CH3:17])[CH2:19][CH3:20].